Dataset: the Open Reaction Database (ORD), a public repository of structured organic reaction records. Task: describe an organic reaction: reactants, conditions, products, and yield Reactants: methyl ester, SCCNC(CCC(=O)O)=O (N-(2-mercaptoethyl)succinamic acid), C(O)CN (ethanolamine). The solvent is CO (methanol). Product: SCCNC(CCC(=O)NCCO)=O (N-(2-mercaptoethyl)-N'-(2-hydroxyethyl)succinamide). As a reaction SMILES: [SH:1][CH2:2][CH2:3][NH:4][C:5](=[O:11])[CH2:6][CH2:7][C:8]([OH:10])=O.[CH2:12]([CH2:14][NH2:15])[OH:13]>CO>[SH:1][CH2:2][CH2:3][NH:4][C:5](=[O:11])[CH2:6][CH2:7][C:8]([NH:15][CH2:14][CH2:12][OH:13])=[O:10]. Reported procedure: A solution of 4.4 g (23 nmnol) of methyl ester of N-(2-mercaptoethyl)succinamic acid obtained in Example 1a) in 20 cm3 of methanol, and 1.68 g (27 mmol) of ethanolamine was stirred for 5 hours at 60° C. under argon atmosphere. The reactants are O=C(CN1C(=O)CCc2ncccc21)Nc1scc(Br)c1-c1nc[nH]n1, [H-], CI, [Na+], CN(C)C=O, O. The product is Cn1cnc(-c2c(Br)csc2NC(=O)CN2C(=O)CCc3ncccc32)n1. As a reaction SMILES: [Br:3][c:4]1[c:5](-[c:24]2[n:25][nH:26][cH:27][n:28]2)[c:6]([NH:9][C:10]([CH2:11][N:12]2[C:13](=[O:22])[CH2:14][CH2:15][c:16]3[n:17][cH:18][cH:19][cH:20][c:21]32)=[O:23])[s:7][cH:8]1.[H-:1].[I:29][CH3:30].[Na+:2].[O:31]=[CH:32][N:33]([CH3:34])[CH3:35].[OH2:36]>>[Br:3][c:4]1[c:5](-[c:24]2[n:25][n:26]([CH3:30])[cH:27][n:28]2)[c:6]([NH:9][C:10]([CH2:11][N:12]2[C:13](=[O:22])[CH2:14][CH2:15][c:16]3[n:17][cH:18][cH:19][cH:20][c:21]32)=[O:23])[s:7][cH:8]1. Starting materials: OC1=C(C(=O)O)C=CC=C1O (2,3-dihydroxybenzoic acid), [OH-].[Na+] (sodium hydroxide), C1=C(OC=C(C1=O)O)CCl (chlorokojic acid). Reported procedure: By following the procedure of Example 1 by employing 1.0 g(6.5 mmole) of 2,3-dihydroxybenzoic acid, 0.26 g (8.5 mmole) of sodium hydroxide and 0.92 g(7.6 mmole) of chlorokojic acid, there was obtained 0.8 g(50.2%) of 2-(2,3-dihydroxybenzoyl)oxymethyl-5-hydroxy-4H-pyran-4-one as a solid. Yields the product OC1=C(C(=O)OCC=2OC=C(C(C2)=O)O)C=CC=C1O (2-(2,3-dihydroxybenzoyl)oxymethyl-5-hydroxy-4H-pyran-4-one). As a reaction SMILES: [OH:1][C:2]1[C:10]([OH:11])=[CH:9][CH:8]=[CH:7][C:3]=1[C:4]([OH:6])=[O:5].[OH-].[Na+].[CH:14]1[C:19](=[O:20])[C:18]([OH:21])=[CH:17][O:16][C:15]=1[CH2:22]Cl>>[OH:1][C:2]1[C:10]([OH:11])=[CH:9][CH:8]=[CH:7][C:3]=1[C:4]([O:6][CH2:22][C:15]1[O:16][CH:17]=[C:18]([OH:21])[C:19](=[O:20])[CH:14]=1)=[O:5] |f:1.2|. Isolated yield 44.2%. The reactants are ClC1=NC=C(C=C1)B(O)O (2-chloropyridine-5-boronic acid), I (hydroiodic acid), ClC1=NC=NC(=C1)Cl (4,6-dichloropyrimidine), chloro. Product: IC1=NC=NC(=C1)C=1C=CC(=NC1)Cl (4-Iodo-6-(2-chloropyridin-5-yl)pyrimidine). Reaction SMILES: [Cl:1][C:2]1[CH:7]=[CH:6][C:5](B(O)O)=[CH:4][N:3]=1.Cl[C:12]1[CH:17]=[C:16](Cl)[N:15]=[CH:14][N:13]=1.[IH:19]>>[I:19][C:12]1[CH:17]=[C:16]([C:5]2[CH:6]=[CH:7][C:2]([Cl:1])=[N:3][CH:4]=2)[N:15]=[CH:14][N:13]=1. Procedure details: The compound was prepared according to Example 1 using 2-chloropyridine-5-boronic acid and 4,6-dichloropyrimidine. The resultant chloro compound was converted to iodo with hydroiodic acid as described in the general procedure.